This data is from the Open Reaction Database (ORD), a public repository of structured organic reaction records. The task is: describe an organic reaction: reactants, conditions, products, and yield The solvent is O (H2O), CC#N (CH3CN). The yield is 84.1%. The reactants are CCN(C(C)C)C(C)C (DIPEA), NC1C(N(C2=CC=NC=C2C1)CC1=CC=CC=C1)=O (3-Amino-1-benzyl-3,4-dihydro-1,6-naphthyridin-2(1H)-one), C1(=CC=CC=C1)S(=O)(=O)Cl (benzenesulfonyl chloride). Product: C(C1=CC=CC=C1)N1C(C(CC2=CN=CC=C12)NS(=O)(=O)C1=CC=CC=C1)=O (N-(1-Benzyl-2-oxo-1,2,3,4-tetrahydro-1,6-naphthyridin-3-yl)benzenesulfonamide). Procedure details: To a suspension of 1G (140 mg, 0.55 mmol) in CH3CN (4 mL) at RT was added DIPEA (153 μL, 0.88 mmol), followed by benzenesulfonyl chloride (84 μL, 0.66 mmol). After addition, the reaction was stirred at RT for 30 min. The reaction was diluted with H2O and extracted with EtOAc (20 mL×3). The combined organics were washed with saturated NaCl, dried over Na2SO4, filtered and concentrated. The residue was purified by silica gel (12 g) column chromatography eluting with a gradient of EtOAc (20-100%) i... Reaction SMILES: [NH2:1][CH:2]1[CH2:11][C:10]2[C:5](=[CH:6][CH:7]=[N:8][CH:9]=2)[N:4]([CH2:12][C:13]2[CH:18]=[CH:17][CH:16]=[CH:15][CH:14]=2)[C:3]1=[O:19].CCN(C(C)C)C(C)C.[C:29]1([S:35](Cl)(=[O:37])=[O:36])[CH:34]=[CH:33][CH:32]=[CH:31][CH:30]=1>CC#N.O>[CH2:12]([N:4]1[C:5]2[C:10](=[CH:9][N:8]=[CH:7][CH:6]=2)[CH2:11][CH:2]([NH:1][S:35]([C:29]2[CH:34]=[CH:33][CH:32]=[CH:31][CH:30]=2)(=[O:37])=[O:36])[C:3]1=[O:19])[C:13]1[CH:14]=[CH:15][CH:16]=[CH:17][CH:18]=1. Run at time 30 minute.